The task is: describe an organic reaction: reactants, conditions, products, and yield. This data is from the Open Reaction Database (ORD), a public repository of structured organic reaction records. Reactants: CC(=O)N1CCC(=O)CC1, [Li]CCCC, C#C[Si](C)(C)C, CCCCCC, CCOC(C)=O, CC(=O)O, [Cl-], [NH4+], C1CCOC1. Yields the product CC(=O)N1CCC(O)(C#C[Si](C)(C)C)CC1. As a reaction SMILES: [C:12]([CH3:13])(=[O:14])[N:15]1[CH2:16][CH2:17][C:18](=[O:21])[CH2:19][CH2:20]1.[CH2:7]([Li:8])[CH2:9][CH2:10][CH3:11].[CH3:1][Si:2]([CH3:3])([CH3:4])[C:5]#[CH:6].[CH3:29][CH2:30][CH2:31][CH2:32][CH2:33][CH3:34].[CH3:35][CH2:36][O:37][C:38](=[O:39])[CH3:40].[CH3:41][C:42](=[O:43])[OH:44].[Cl-:22].[NH4+:23].[O:24]1[CH2:25][CH2:26][CH2:27][CH2:28]1>>[CH3:1][Si:2]([CH3:3])([CH3:4])[C:5]#[C:6][C:18]1([OH:21])[CH2:17][CH2:16][N:15]([C:12]([CH3:13])=[O:14])[CH2:20][CH2:19]1. Reactants: Cc1ccccc1, O=C(Cl)Cl, ClCCl, O=C(NC1CNC1=O)OCc1ccccc1. RXN SMILES: [CH3:21][c:22]1[cH:23][cH:24][cH:25][cH:26][cH:27]1.[Cl:17][C:18]([Cl:19])=[O:20].[Cl:28][CH2:29][Cl:30].[c:1]1([CH2:7][O:8][C:9](=[O:10])[NH:11][CH:12]2[C:13](=[O:16])[NH:14][CH2:15]2)[cH:2][cH:3][cH:4][cH:5][cH:6]1>>[c:1]1([CH2:7][O:8][C:9](=[O:10])[NH:11][CH:12]2[C:13](=[O:16])[N:14]([C:18]([Cl:17])=[O:20])[CH2:15]2)[cH:2][cH:3][cH:4][cH:5][cH:6]1. Yields the product O=C(NC1CN(C(=O)Cl)C1=O)OCc1ccccc1. Reactants: COc1ccc(C2=NN(C3CCNCC3)C(=O)C2(C)C)cc1OC, COc1ncccc1C(=O)O. The product is COc1ccc(C2=NN(C3CCN(C(=O)c4cccnc4OC)CC3)C(=O)C2(C)C)cc1OC. Reaction SMILES: [CH3:1][O:2][c:3]1[cH:4][c:5]([C:11]2=[N:15][N:14]([CH:16]3[CH2:17][CH2:18][NH:19][CH2:20][CH2:21]3)[C:13](=[O:22])[C:12]2([CH3:23])[CH3:24])[cH:6][cH:7][c:8]1[O:9][CH3:10].[CH3:25][O:26][c:27]1[c:28]([C:29](=[O:30])[OH:31])[cH:32][cH:33][cH:34][n:35]1>>[CH3:1][O:2][c:3]1[cH:4][c:5]([C:11]2=[N:15][N:14]([CH:16]3[CH2:17][CH2:18][N:19]([C:29]([c:28]4[c:27]([O:26][CH3:25])[n:35][cH:34][cH:33][cH:32]4)=[O:30])[CH2:20][CH2:21]3)[C:13](=[O:22])[C:12]2([CH3:23])[CH3:24])[cH:6][cH:7][c:8]1[O:9][CH3:10]. The reactants are C1CCOC1, CC(C)(C)[O-], [K+], O, CC(C)(C)OC(=O)N1CC(O)(CCCO)C1, Cc1ccc(S(=O)(=O)Cl)cc1. Yields the product CC(C)(C)OC(=O)N1CC2(CCCO2)C1. As a reaction SMILES: [CH2:35]1[O:36][CH2:37][CH2:38][CH2:39]1.[CH3:17][C:18]([CH3:19])([O-:20])[CH3:21].[K+:22].[OH2:34].[OH:1][C:2]1([CH2:13][CH2:14][CH2:15][OH:16])[CH2:3][N:4]([C:6](=[O:7])[O:8][C:9]([CH3:10])([CH3:11])[CH3:12])[CH2:5]1.[c:23]1([CH3:24])[cH:25][cH:26][c:27]([S:28]([Cl:29])(=[O:30])=[O:31])[cH:32][cH:33]1>>[C:2]12([CH2:3][N:4]([C:6](=[O:7])[O:8][C:9]([CH3:10])([CH3:11])[CH3:12])[CH2:5]1)[CH2:13][CH2:14][CH2:15][O:16]2. Reactants: ClC1=NC2=CC=C(C=C2C(=C1)C1=CC(=CC=C1)Cl)C(O)(C1=CN=CN1C)C1=CC=C(C=C1)Cl ((±)-2-chloro-4-(3-chlorophenyl)-α-(4-chlorophenyl)-α-(1-methyl-1H-imidazol-5-yl)-6-quinolinemethanol), ice water, C(#C)C1=CC=CC=C1 (ethynyl-benzene), CN(C)C=O (DMF). Reagents/catalysts: Cl[Pd]([P](C1=CC=CC=C1)(C2=CC=CC=C2)C3=CC=CC=C3)([P](C4=CC=CC=C4)(C5=CC=CC=C5)C6=CC=CC=C6)Cl (Pd(PPh3)2Cl2), [Cu]I (copper (I) iodide). The solvent is C(C)NCC (N-ethyl-ethanamine), C(C)OCC (diethyl ether). Reaction conditions: time 8 hour. The product is ClC=1C=C(C=CC1)C1=CC(=NC2=CC=C(C=C12)C(O)(C1=CN=CN1C)C1=CC=C(C=C1)Cl)C#CC1=CC=CC=C1 (4-(3-chlorophenyl)-α-(4-chlorophenyl)-α-(1-methyl-1H-imidazol-5-yl)-2-(phenylethynyl)-6-quinolinemethanol). Yield: 17.8%. Reaction SMILES: [C:1]([C:3]1[CH:8]=[CH:7][CH:6]=[CH:5][CH:4]=1)#[CH:2].Cl[C:10]1[CH:19]=[C:18]([C:20]2[CH:25]=[CH:24][CH:23]=[C:22]([Cl:26])[CH:21]=2)[C:17]2[C:12](=[CH:13][CH:14]=[C:15]([C:27]([C:35]3[CH:40]=[CH:39][C:38]([Cl:41])=[CH:37][CH:36]=3)([C:29]3[N:33]([CH3:34])[CH:32]=[N:31][CH:30]=3)[OH:28])[CH:16]=2)[N:11]=1.CN(C=O)C>C(NCC)C.C(OCC)C.Cl[Pd](Cl)([P](C1C=CC=CC=1)(C1C=CC=CC=1)C1C=CC=CC=1)[P](C1C=CC=CC=1)(C1C=CC=CC=1)C1C=CC=CC=1.[Cu]I>[Cl:26][C:22]1[CH:21]=[C:20]([C:18]2[C:17]3[C:12](=[CH:13][CH:14]=[C:15]([C:27]([C:35]4[CH:36]=[CH:37][C:38]([Cl:41])=[CH:39][CH:40]=4)([C:29]4[N:33]([CH3:34])[CH:32]=[N:31][CH:30]=4)[OH:28])[CH:16]=3)[N:11]=[C:10]([C:2]#[C:1][C:3]3[CH:8]=[CH:7][CH:6]=[CH:5][CH:4]=3)[CH:19]=2)[CH:25]=[CH:24][CH:23]=1 |^1:59,78|. Reported procedure: A mixture of ethynyl-benzene (0.0021 mol), Pd(PPh3)2Cl2(0.0002 mol) and copper (I) iodide (0.0002 mol) was added at room temperature to a mixture of (±)-2-chloro-4-(3-chlorophenyl)-α-(4-chlorophenyl)-α-(1-methyl-1H-imidazol-5-yl)-6-quinolinemethanol (0.0014 mol), described in International Patent Specification WO 00/39082, in N-ethyl-ethanamine (7ml) and DMF (7 ml) under N2 flow. The mixture was stirred at room temperature overnight, then at room temperature for 3 days, poured out into ice water... Reactants: O[C@@H]1CC2CC[C@H]3[C@@H]4CCC([C@@]4(C)CC[C@@H]3[C@]2(CC1)C)=O (3β-hydroxyandrostan-17-one), p-toluensolfonic acid, C(CO)O (ethylene glycol). Solvent: C1=CC=CC=C1 (benzene). The product is C1OC2[C@]3(C)[C@@H](CC2OC1)[C@@H]1CCC2C[C@H](CC[C@]2(C)[C@H]1CC3)O (17-ethylenedioxy-androstan-3β-ol). Reaction SMILES: [OH:1][C@H:2]1[CH2:19][CH2:18][C@@:17]2([CH3:20])[CH:4]([CH2:5][CH2:6][C@@H:7]3[C@@H:16]2[CH2:15][CH2:14][C@@:12]2([CH3:13])[C@H:8]3[CH2:9][CH2:10][C:11]2=[O:21])[CH2:3]1.[CH2:22](O)[CH2:23][OH:24]>C1C=CC=CC=1>[CH2:22]1[CH2:23][O:24][CH:10]2[CH:11]([C@:12]3([CH2:14][CH2:15][C@H:16]4[C@@H:7]([CH2:6][CH2:5][CH:4]5[C@:17]4([CH3:20])[CH2:18][CH2:19][C@H:2]([OH:1])[CH2:3]5)[C@@H:8]3[CH2:9]2)[CH3:13])[O:21]1. Procedure: A solution of 10.0 g of 3β-hydroxyandrostan-17-one (Elisberg E. et al., J. Amer. Chem. Soc., 1952, 74, 2814) and 0.10 g of p-toluensolfonic acid in 50 ml of benzene and 10 ml of ethylene glycol was kept on standing at reflux temperature for 10 hrs (water was removed by azeotropic distillation). The mixture was pured into water and extracted with ethyl acetate. The organic layer was dried over sodium sulfate, evaporated to dryness under reduced pressure and the crude product was purified by flash...